Dataset: the Open Reaction Database (ORD), a public repository of structured organic reaction records. Task: describe an organic reaction: reactants, conditions, products, and yield Reactants: CN(C=O)C (N,N-dimethylformamide), ClC=1C=C(C=C(C1)Cl)OC (3,5-Dichloroanisole), [Mg] (magnesium). The reagents and catalysts are BrCCBr (1,2-dibromoethane). Solvent: C1CCOC1 (THF), C1CCOC1 (THF). Conditions: temperature 0 celsius. Yields the product ClC=1C=C(C=O)C=C(C1)OC (3-Chloro-5-methoxybenzaldehyde). Isolated yield 54.0%. Reaction SMILES: Cl[C:2]1[CH:3]=[C:4]([O:9][CH3:10])[CH:5]=[C:6]([Cl:8])[CH:7]=1.[Mg].CN(C)[CH:14]=[O:15]>C1COCC1.BrCCBr>[Cl:8][C:6]1[CH:7]=[C:2]([CH:3]=[C:4]([O:9][CH3:10])[CH:5]=1)[CH:14]=[O:15]. Procedure details: 3,5-Dichloroanisole (74.0 g, 419 mmol) in THF (200 mL) was added dropwise to magnesium metal (14.2 g, 585 mmol, pre-washed with 0.5 N HCl) in THF (100 mL) at 25° C. After the addition, 1,2-dibromoethane (3.9 g, 20.8 mmol) was added dropwise. The resultant dark brown mixture was heated at reflux for 3 h. The mixture was cooled to 0° C., and N,N-dimethylformamide (60 mL) was added in one portion. The mixture was partitioned with diethyl ether (3×400 mL) and 6N HCl (500 mL). The combined organic ex... The reactants are CC(ON=C(C(=O)OC(C)(C)C)c1csc(N)n1)C(=O)NN, CC(=O)Oc1ccc(C(=O)O)cc1OC(C)=O, ClCCl, CO, [Cl-]. Product: CC(=O)Oc1ccc(C(=O)NNC(=O)C(C)ON=C(C(=O)OC(C)(C)C)c2csc(N)n2)cc1OC(C)=O, Cl. RXN SMILES: [C:1]([CH3:2])([CH3:3])([CH3:4])[O:5][C:6]([C:7](=[N:8][O:9][CH:10]([CH3:11])[C:12]([NH:13][NH2:14])=[O:15])[c:16]1[n:17][c:18]([NH2:21])[s:19][cH:20]1)=[O:22].[C:24]([CH3:25])(=[O:26])[O:27][c:28]1[cH:29][c:30]([C:31](=[O:32])[OH:33])[cH:34][cH:35][c:36]1[O:37][C:38]([CH3:39])=[O:40].[CH2:43]([Cl:44])[Cl:45].[CH3:41][OH:42].[Cl-:23]>>[C:1]([CH3:2])([CH3:3])([CH3:4])[O:5][C:6]([C:7](=[N:8][O:9][CH:10]([CH3:11])[C:12]([NH:13][NH:14][C:31]([c:30]1[cH:29][c:28]([O:27][C:24]([CH3:25])=[O:26])[c:36]([O:37][C:38]([CH3:39])=[O:40])[cH:35][cH:34]1)=[O:32])=[O:15])[c:16]1[n:17][c:18]([NH2:21])[s:19][cH:20]1)=[O:22].[ClH:23]. The reactants are CC(C(=O)O)c1ccc(C2CCCCC2)cc1O, O. Product: CC1C(=O)Oc2cc(C3CCCCC3)ccc21. Reaction SMILES: [CH:1]1([c:7]2[cH:8][c:9]([OH:18])[c:10]([CH:13]([C:14](=[O:15])[OH:16])[CH3:17])[cH:11][cH:12]2)[CH2:2][CH2:3][CH2:4][CH2:5][CH2:6]1.[OH2:19]>>[CH:1]1([c:7]2[cH:8][c:9]3[c:10]([cH:11][cH:12]2)[CH:13]([CH3:17])[C:14](=[O:16])[O:18]3)[CH2:2][CH2:3][CH2:4][CH2:5][CH2:6]1. RXN SMILES: [Cl:1][C:2]1[CH:7]=[CH:6][C:5]([C@@H:8]([C:21]([N:23]2[CH2:28][CH2:27][N:26]([C:29]3[C:30]4[C@H:37]([CH3:38])[S:36][CH2:35][C:31]=4[N:32]=[CH:33][N:34]=3)[CH2:25][CH2:24]2)=[O:22])[CH2:9][N:10]([CH:18]([CH3:20])[CH3:19])C(=O)OC(C)(C)C)=[CH:4][CH:3]=1.[ClH:39]>C(Cl)Cl>[ClH:1].[ClH:39].[Cl:1][C:2]1[CH:7]=[CH:6][C:5]([C@@H:8]([CH2:9][NH:10][CH:18]([CH3:20])[CH3:19])[C:21]([N:23]2[CH2:28][CH2:27][N:26]([C:29]3[C:30]4[C@H:37]([CH3:38])[S:36][CH2:35][C:31]=4[N:32]=[CH:33][N:34]=3)[CH2:25][CH2:24]2)=[O:22])=[CH:4][CH:3]=1 |f:3.4.5|. Isolated yield 100.0%. The reactants are ClC1=CC=C(C=C1)[C@H](CN(C(OC(C)(C)C)=O)C(C)C)C(=O)N1CCN(CC1)C=1C2=C(N=CN1)CS[C@H]2C (tert-butyl (R)-2-(4-chlorophenyl)-3-(4-((S)-5-methyl-5,7-dihydrothieno[3,4-d]pyrimidin-4-yl)piperazin-1-yl)-3-oxopropyl(isopropyl)carbamate), Cl (HCl). The product is Cl.Cl.ClC1=CC=C(C=C1)[C@H](C(=O)N1CCN(CC1)C=1C2=C(N=CN1)CS[C@H]2C)CNC(C)C ((S)-2-(4-chlorophenyl)-3-(isopropylamino)-1-(4-((S)-5-methyl-5,7-dihydrothieno[3,4-d]pyrimidin-4-yl)piperazin-1-yl)propan-1-one dihydrochloride). Solvent: C(Cl)Cl (DCM). Reported procedure: To a solution of tert-butyl (R)-2-(4-chlorophenyl)-3-(4-((S)-5-methyl-5,7-dihydrothieno[3,4-d]pyrimidin-4-yl)piperazin-1-yl)-3-oxopropyl(isopropyl)carbamate (11 mg, 0.020 mmol) in DCM (10 mL) was added HCl (4M, 2 mL). The reaction mixture was stirred at room temperature for 6 hours. The solvent was removed to afford (S)-2-(4-chlorophenyl)-3-(isopropylamino)-1-(4-((S)-5-methyl-5,7-dihydrothieno[3,4-d]pyrimidin-4-yl)piperazin-1-yl)propan-1-one dihydrochloride (9 mg, 100%). LCMS (APCI+) [M+H]+ 460 ... Reaction conditions: time 6 hour.